This data is from the Open Reaction Database (ORD), a public repository of structured organic reaction records. The task is: describe an organic reaction: reactants, conditions, products, and yield The reactants are Cl (hydrochloric acid), [BH4-].[Na+] (Sodium borohydride), C(C)(=O)C1=NC=CN=C1 (acetylpyrazine), O (water). The solvent is C(C)O (ethanol). Run at time 20 minute. Yields the product OC(C)C1=NC=CN=C1 (2-(1-hydroxyethyl)pyrazine). The yield is 91.1%. RXN SMILES: [BH4-].[Na+].[C:3]([C:6]1[CH:11]=[N:10][CH:9]=[CH:8][N:7]=1)(=[O:5])[CH3:4].O.Cl>C(O)C>[OH:5][CH:3]([C:6]1[CH:11]=[N:10][CH:9]=[CH:8][N:7]=1)[CH3:4] |f:0.1|. Procedure details: Sodium borohydride (0.69 g) was added in portions to a stirred solution of acetylpyrazine (1.49 g) in ethanol (300 mL) at 0° C. The mixture was allowed to warm to room temperature and stirred for 20 min, then water (100 mL) was added and the mixture adjusted to pH 7 with 1N hydrochloric acid. The neutralized solution was concentrated in vacuo to a volume of 200 mL, saturated with sodium chloride, and extracted with ethyl acetate (3×500 mL). The organic extracts were dried (Na2 SO4) and concentra... Starting materials: C(C)(C)N(CC)C(C)C (diisopropylethylamine), N1=C(C=CC=C1)OC(OC1=NC=CC=C1)=S (thiocarbonic acid O,O-bis(2-pyridyl)ester), FC(C(=O)O)(F)F.N[C@@H](C(=O)N1CCC(CC1)(C(=O)OCC)C1CCCCC1)CC1=CC=C(C=C1)OC (ethyl 1-[(R)-2-amino-3-(4-methoxyphenyl)propionyl]-4-cyclohexylpiperidine-4-carboxylate trifluoroacetate). The solvent is C(Cl)Cl (CH2Cl2). Reaction conditions: time 2 hour. Yields the product C1(CCCCC1)C1(CCN(CC1)C([C@@H](CC1=CC=C(C=C1)OC)N=C=S)=O)C(=O)OCC (ethyl 4-cyclohexyl-1-[(R)-2-isothiocyanato-3-(4-methoxyphenyl)propionyl]piperidine-4-carboxylate). Yield: 97.7%. RXN SMILES: FC(F)(F)C(O)=O.[NH2:8][C@H:9]([CH2:29][C:30]1[CH:35]=[CH:34][C:33]([O:36][CH3:37])=[CH:32][CH:31]=1)[C:10]([N:12]1[CH2:17][CH2:16][C:15]([CH:23]2[CH2:28][CH2:27][CH2:26][CH2:25][CH2:24]2)([C:18]([O:20][CH2:21][CH3:22])=[O:19])[CH2:14][CH2:13]1)=[O:11].C(N(C(C)C)CC)(C)C.N1C=CC=CC=1O[C:54](=[S:62])OC1C=CC=CN=1>C(Cl)Cl>[CH:23]1([C:15]2([C:18]([O:20][CH2:21][CH3:22])=[O:19])[CH2:16][CH2:17][N:12]([C:10](=[O:11])[C@H:9]([N:8]=[C:54]=[S:62])[CH2:29][C:30]3[CH:35]=[CH:34][C:33]([O:36][CH3:37])=[CH:32][CH:31]=3)[CH2:13][CH2:14]2)[CH2:28][CH2:27][CH2:26][CH2:25][CH2:24]1 |f:0.1|. Procedure: To 500 mg (0.94 mmol) of ethyl 1-[(R)-2-amino-3-(4-methoxyphenyl)propionyl]-4-cyclohexylpiperidine-4-carboxylate trifluoroacetate dissolved in 5 mL of CH2Cl2 and 0.5 mL (2.8 mmol) of diisopropylethylamine are added 219 mg (0.94 mmol) of thiocarbonic acid O,O-bis(2-pyridyl)ester. After stirring the reaction medium for 2 hours at room temperature, the solvents are evaporated off and the crude product obtained is chromatographed on silica gel (eluent: 6/4 heptane/EtOAc). 421 mg of ethyl 4-cyclohexy...